Dataset: the Open Reaction Database (ORD), a public repository of structured organic reaction records. Task: describe an organic reaction: reactants, conditions, products, and yield The reactants are Cl (hydrochloric acid), C(C1=CC=CC=C1)N1CCC(CC1)N(CCN(C)C1CCN(CC1)CC1=CC=CC=C1)C (N,N′-bis(1-benzyl-4-piperidinyl)-N,N′-dimethylethylenediamine). The reagents and catalysts are [Pd] (Palladium on carbon). Solvent: O.CO (water methanol). Reaction conditions: time 6 hour. Yields the product Cl.Cl.Cl.Cl.N1CCC(CC1)N(CCN(C)C1CCNCC1)C (N,N′-bis(4-Piperidinyl)-N,N′-dimethylethylenediamine Tetrahydrochloride). The yield is 73.0%. RXN SMILES: [ClH:1].C([N:9]1[CH2:14][CH2:13][CH:12]([N:15]([CH3:33])[CH2:16][CH2:17][N:18]([CH:20]2[CH2:25][CH2:24][N:23](CC3C=CC=CC=3)[CH2:22][CH2:21]2)[CH3:19])[CH2:11][CH2:10]1)C1C=CC=CC=1>[Pd].O.CO>[ClH:1].[ClH:1].[ClH:1].[ClH:1].[NH:9]1[CH2:10][CH2:11][CH:12]([N:15]([CH3:33])[CH2:16][CH2:17][N:18]([CH:20]2[CH2:25][CH2:24][NH:23][CH2:22][CH2:21]2)[CH3:19])[CH2:13][CH2:14]1 |f:3.4,5.6.7.8.9|. Procedure: 10% Palladium on carbon (125 mg) and concentrated hydrochloric acid (1.2 ml; 14 mmol) were added to a solution in water-methanol (4 ml-8 ml) of N,N′-bis(1-benzyl-4-piperidinyl)-N,N′-dimethylethylenediamine (757 mg; 1.7 mmol) synthesized by the above process, and the mixture was stirred for 6 hours in a bath controlled at 55° C. under hydrogen. The catalyst was removed from the reaction mixture by filtration, and the filtrate was concentrated under reduced pressure. The resultant crude crystals w...